Dataset: the Open Reaction Database (ORD), a public repository of structured organic reaction records. Task: describe an organic reaction: reactants, conditions, products, and yield Starting materials: CN1C(=NC2=CC=CC(=C2C1=O)C)S (3,5-dimethyl-2-mercapto-4(3H)-quinazolinone), C(C)(=O)OCCOC1=CC=C(C(=O)C2=CC=C(CBr)C=C2)C=C1 (4-(4-acetoxyethoxybenzoyl)benzyl bromide), [OH-].[Na+] (sodium hydroxide). Run in CO (methanol). Product: C(C)(=O)OCCOC1=CC=C(C(=O)C2=CC=C(CSC3=NC4=CC=CC(=C4C(N3C)=O)C)C=C2)C=C1 (2-[4-[4-(2-Acetoxyethoxy)benzoyl]benzylthio]-3,5-dimethyl-4(3H)-quinazolinone). Yield: 56.5%. RXN SMILES: [CH3:1][N:2]1[C:11](=[O:12])[C:10]2[C:5](=[CH:6][CH:7]=[CH:8][C:9]=2[CH3:13])[N:4]=[C:3]1[SH:14].[C:15]([O:18][CH2:19][CH2:20][O:21][C:22]1[CH:37]=[CH:36][C:25]([C:26]([C:28]2[CH:35]=[CH:34][C:31]([CH2:32]Br)=[CH:30][CH:29]=2)=[O:27])=[CH:24][CH:23]=1)(=[O:17])[CH3:16].[OH-].[Na+]>CO>[C:15]([O:18][CH2:19][CH2:20][O:21][C:22]1[CH:37]=[CH:36][C:25]([C:26]([C:28]2[CH:29]=[CH:30][C:31]([CH2:32][S:14][C:3]3[N:2]([CH3:1])[C:11](=[O:12])[C:10]4[C:5](=[CH:6][CH:7]=[CH:8][C:9]=4[CH3:13])[N:4]=3)=[CH:34][CH:35]=2)=[O:27])=[CH:24][CH:23]=1)(=[O:17])[CH3:16] |f:2.3|. Procedure details: A solution of 3,5-dimethyl-2-mercapto-4(3H)-quinazolinone (1.888 g), 4-(4-acetoxyethoxybenzoyl)benzyl bromide (3.895 g) and 1N-aqueous sodium hydroxide solution (14.3 ml) in methanol (30 ml) was stirred at room temperature for 30 minutes. This reaction mixture was concentrated and extracted with chloroform. The extract was washed with water, dried, and concentrated, and the residue was recrystallized from ethyl acetate to provide the title compound as colorless solid (2.597 g). The reactants are BrCc1ccccc1, [K+], [K+], O=C([O-])[O-], CN(C)C=O, c1ccc2c(c1)NC1CCCc3onc-2c31. Reaction SMILES: [CH2:23]([c:24]1[cH:25][cH:26][cH:27][cH:28][cH:29]1)[Br:30].[K+:17].[K+:18].[O-:19][C:20]([O-:21])=[O:22].[O:31]=[CH:32][N:33]([CH3:34])[CH3:35].[n:1]1[o:2][c:3]2[c:16]3[c:15]1-[c:14]1[c:9]([cH:10][cH:11][cH:12][cH:13]1)[NH:8][CH:7]3[CH2:6][CH2:5][CH2:4]2>>[n:1]1[o:2][c:3]2[c:16]3[c:15]1-[c:14]1[c:9]([cH:10][cH:11][cH:12][cH:13]1)[N:8]([CH2:23][c:24]1[cH:25][cH:26][cH:27][cH:28][cH:29]1)[CH:7]3[CH2:6][CH2:5][CH2:4]2. Yields the product c1ccc(CN2c3ccccc3-c3noc4c3C2CCC4)cc1. Starting materials: CI (methyl iodide), N1=CSC=2C=NC=CC21 (Thiazolo[5,4-c]pyridine), resultant mixture. The solvent is CN(C=O)C (N,N-dimethylformamide). Run at time 1 hour. Product: CN1CC2=C(CC1)N=CS2 (5-Methyl-4,5,6,7-tetrahydrothiazolo[5,4-c]pyridine). As a reaction SMILES: [N:1]1[C:9]2[CH:8]=[CH:7][N:6]=[CH:5][C:4]=2[S:3][CH:2]=1.[CH3:10]I>CN(C)C=O>[CH3:10][N:6]1[CH2:7][CH2:8][C:9]2[N:1]=[CH:2][S:3][C:4]=2[CH2:5]1. Reported procedure: Thiazolo[5,4-c]pyridine (1.61 g) was dissolved in N,N-dimethylformamide (50 ml), and to the solution methyl iodide (1.50 ml) was added, the resultant mixture was stirred at 80° C. for 4 hours. The reaction mixture was concentrated under reduced pressure, and the residue was dissolved in methanol (100 ml), sodium borohydride (1.53 g) was added, and the resultant mixture was stirred at room temperature for 1 hour. The reaction mixture was concentrated under reduced pressure, and a saturated aqueou... Reactants: Cl (hydrochloric acid), CC(C)(C)C=1C=C(C=C(C1O)C(C)(C)C)S[C@H]1[C@@H](COC1)O (trans-4-[[3,5-bis(1,1-Dimethylethyl)-4-hydroxyphenyl]thio]tetrahydro-3-furanol), ClCC(=O)O (chloroacetic acid), [K] (potassium). Solvent: C(C)(C)(C)O (t-butyl alcohol). The product is CC(C)(C)C=1C=C(C=C(C1O)C(C)(C)C)S[C@H]1[C@@H](COC1)OCC(=O)O (trans-[[4-[[3,5-bis(1,1-Dimethylethyl)-4-hydroxyphenyl]thio]tetrahydro-3-furanyl]oxy]acetic acid). Reaction SMILES: [CH3:1][C:2]([C:5]1[CH:6]=[C:7]([S:16][C@@H:17]2[CH2:21][O:20][CH2:19][C@H:18]2[OH:22])[CH:8]=[C:9]([C:12]([CH3:15])([CH3:14])[CH3:13])[C:10]=1[OH:11])([CH3:4])[CH3:3].Cl[CH2:24][C:25]([OH:27])=[O:26].[K].Cl>C(O)(C)(C)C>[CH3:15][C:12]([C:9]1[CH:8]=[C:7]([S:16][C@@H:17]2[CH2:21][O:20][CH2:19][C@H:18]2[O:22][CH2:24][C:25]([OH:27])=[O:26])[CH:6]=[C:5]([C:2]([CH3:1])([CH3:3])[CH3:4])[C:10]=1[OH:11])([CH3:13])[CH3:14] |^1:27|. Procedure details: The compound of Example 2 (3.6 g, 0.011 mole) and chloroacetic acid (2.04 g, 0.022 mole) were added to t-butyl alcohol (40 ml) to which had been added potassium (1.39 g, 0.033 mole) and the reaction mixture was refluxed for 36 hours. The reaction mixture was cooled to room temperature, and 1N hydrochloric acid (50 ml) was added slowly. The reaction mixture was extracted twice with 100 ml of diethyl ether. The combined diethyl ether extracts were washed with saturated sodium bicarbonate (2×100 ml... Starting materials: [Br-], CN(c1cc(Br)cc(-c2nnc(C(C)(Cc3ccccc3)NC(=O)OC(C)(C)C)o2)c1)S(C)(=O)=O, CC[Mg+], [Cl-], [Cl-], Ic1cn(C(c2ccccc2)(c2ccccc2)c2ccccc2)cn1, [Zn+2], c1ccc(P(c2ccccc2)(c2ccccc2)[Pd](P(c2ccccc2)(c2ccccc2)c2ccccc2)(P(c2ccccc2)(c2ccccc2)c2ccccc2)P(c2ccccc2)(c2ccccc2)c2ccccc2)cc1. Yields the product CN(c1cc(-c2cn(C(c3ccccc3)(c3ccccc3)c3ccccc3)cn2)cc(-c2nnc(C(C)(Cc3ccccc3)NC(=O)OC(C)(C)C)o2)c1)S(C)(=O)=O. RXN SMILES: [Br-:26].[C:30]([CH3:31])([CH3:32])([CH3:33])[O:34][C:35](=[O:36])[NH:37][C:38]([CH2:39][c:40]1[cH:41][cH:42][cH:43][cH:44][cH:45]1)([CH3:46])[c:47]1[n:48][n:49][c:50](-[c:52]2[cH:53][c:54]([N:59]([S:60](=[O:61])(=[O:62])[CH3:63])[CH3:64])[cH:55][c:56]([Br:58])[cH:57]2)[o:51]1.[CH2:27]([Mg+:28])[CH3:29].[Cl-:65].[Cl-:67].[I:1][c:2]1[n:3][cH:4][n:5]([C:7]([c:8]2[cH:9][cH:10][cH:11][cH:12][cH:13]2)([c:14]2[cH:15][cH:16][cH:17][cH:18][cH:19]2)[c:20]2[cH:21][cH:22][cH:23][cH:24][cH:25]2)[cH:6]1.[Zn+2:66].[cH:68]1[cH:69][cH:70][c:71]([P:72]([Pd:73]([P:74]([c:75]2[cH:76][cH:77][cH:78][cH:79][cH:80]2)([c:81]2[cH:82][cH:83][cH:84][cH:85][cH:86]2)[c:87]2[cH:88][cH:89][cH:90][cH:91][cH:92]2)([P:93]([c:94]2[cH:95][cH:96][cH:97][cH:98][cH:99]2)([c:100]2[cH:101][cH:102][cH:103][cH:104][cH:105]2)[c:106]2[cH:107][cH:108][cH:109][cH:110][cH:111]2)[P:112]([c:113]2[cH:114][cH:115][cH:116][cH:117][cH:118]2)([c:119]2[cH:120][cH:121][cH:122][cH:123][cH:124]2)[c:125]2[cH:126][cH:127][cH:128][cH:129][cH:130]2)([c:131]2[cH:132][cH:133][cH:134][cH:135][cH:136]2)[c:137]2[cH:138][cH:139][cH:140][cH:141][cH:142]2)[cH:143][cH:144]1>>[c:2]1(-[c:56]2[cH:55][c:54]([N:59]([S:60](=[O:61])(=[O:62])[CH3:63])[CH3:64])[cH:53][c:52](-[c:50]3[n:49][n:48][c:47]([C:38]([NH:37][C:35]([O:34][C:30]([CH3:31])([CH3:32])[CH3:33])=[O:36])([CH2:39][c:40]4[cH:41][cH:42][cH:43][cH:44][cH:45]4)[CH3:46])[o:51]3)[cH:57]2)[n:3][cH:4][n:5]([C:7]([c:8]2[cH:9][cH:10][cH:11][cH:12][cH:13]2)([c:14]2[cH:15][cH:16][cH:17][cH:18][cH:19]2)[c:20]2[cH:21][cH:22][cH:23][cH:24][cH:25]2)[cH:6]1. The reactants are CCOC(=O)c1sc(-n2cnc3ccc(CCCCN4CCOCC4)cc32)nc1-c1cccc(Cl)c1, [Li+], C1CCOC1, [OH-], O. Product: O=C(O)c1sc(-n2cnc3ccc(CCCCN4CCOCC4)cc32)nc1-c1cccc(Cl)c1. Reaction SMILES: [CH2:1]([CH3:2])[O:3][C:4](=[O:5])[c:6]1[c:7](-[c:30]2[cH:31][c:32]([Cl:36])[cH:33][cH:34][cH:35]2)[n:8][c:9](-[n:11]2[cH:12][n:13][c:14]3[c:15]2[cH:16][c:17]([CH2:20][CH2:21][CH2:22][CH2:23][N:24]2[CH2:25][CH2:26][O:27][CH2:28][CH2:29]2)[cH:18][cH:19]3)[s:10]1.[Li+:42].[O:37]1[CH2:38][CH2:39][CH2:40][CH2:41]1.[OH-:43].[OH2:44]>>[O:3]=[C:4]([OH:5])[c:6]1[c:7](-[c:30]2[cH:31][c:32]([Cl:36])[cH:33][cH:34][cH:35]2)[n:8][c:9](-[n:11]2[cH:12][n:13][c:14]3[c:15]2[cH:16][c:17]([CH2:20][CH2:21][CH2:22][CH2:23][N:24]2[CH2:25][CH2:26][O:27][CH2:28][CH2:29]2)[cH:18][cH:19]3)[s:10]1. The reactants are ClC1=C(C(=CC=C1)Cl)NC1=NC2=C(N1)C=C(C(=C2)C(=O)OC)O (methyl 2-[(2,6-dichlorophenyl)amino]-6-hydroxy-1H-benzimidazole-5-carboxylate), OS(=O)(=O)O (H2SO4), [N+](=O)([O-])[O-].[K+] (KNO3). Reaction conditions: time 30 minute. Product: ClC1=C(C(=CC=C1)Cl)NC1=NC2=C(N1)C(=C(C(=C2)C(=O)OC)O)[N+](=O)[O-] (methyl 2-[(2,6-dichlorophenyl)amino]-6-hydroxy-7-nitro-1H-benzimidazole-5-carboxylate). Isolated yield 88.7%. RXN SMILES: [Cl:1][C:2]1[CH:7]=[CH:6][CH:5]=[C:4]([Cl:8])[C:3]=1[NH:9][C:10]1[NH:14][C:13]2[CH:15]=[C:16]([OH:23])[C:17]([C:19]([O:21][CH3:22])=[O:20])=[CH:18][C:12]=2[N:11]=1.OS(O)(=O)=O.[N+:29]([O-])([O-:31])=[O:30].[K+]>>[Cl:1][C:2]1[CH:7]=[CH:6][CH:5]=[C:4]([Cl:8])[C:3]=1[NH:9][C:10]1[NH:14][C:13]2[C:15]([N+:29]([O-:31])=[O:30])=[C:16]([OH:23])[C:17]([C:19]([O:21][CH3:22])=[O:20])=[CH:18][C:12]=2[N:11]=1 |f:2.3|. Reported procedure: To a mixture of methyl 2-[(2,6-dichlorophenyl)amino]-6-hydroxy-1H-benzimidazole-5-carboxylate (0.050 g, 0.142 mmol) and conc. H2SO4 (2.0 mL) was added KNO3 (0.014 g, 0.142 mmol) at 10-15° C. The reaction mass was stirred for 30 minutes at the same temperature. The reaction mass was quenched in water and filtered off to afford 0.050 g of the desired product. 1HNMR (DMSO-d6): δ 3.91 (s, 3H), 7.43 (t, J=8.1 Hz, 1H), 7.61-7.77 (m, 3H), 10.80 (s, 1H), 11-12.00 (s, 2H); MS [M+H]+: 397.02. Reactants: CC(=O)O, CCOC(C)=O, O=C(O)Cc1ccc(C#Cc2cccc(-c3c(Cc4ccccc4)cnc4c(C(F)(F)F)cccc34)c2)cc1. Yields the product O=C(O)Cc1ccc(CCc2cccc(-c3c(Cc4ccccc4)cnc4c(C(F)(F)F)cccc34)c2)cc1. RXN SMILES: [C:40]([OH:41])(=[O:42])[CH3:43].[C:44]([O:45][CH2:46][CH3:47])(=[O:48])[CH3:49].[CH2:1]([c:2]1[cH:3][cH:4][cH:5][cH:6][cH:7]1)[c:8]1[cH:9][n:10][c:11]2[c:12]([C:36]([F:37])([F:38])[F:39])[cH:13][cH:14][cH:15][c:16]2[c:17]1-[c:18]1[cH:19][c:20]([C:24]#[C:25][c:26]2[cH:27][cH:28][c:29]([CH2:32][C:33](=[O:34])[OH:35])[cH:30][cH:31]2)[cH:21][cH:22][cH:23]1>>[CH2:1]([c:2]1[cH:3][cH:4][cH:5][cH:6][cH:7]1)[c:8]1[cH:9][n:10][c:11]2[c:12]([C:36]([F:37])([F:38])[F:39])[cH:13][cH:14][cH:15][c:16]2[c:17]1-[c:18]1[cH:19][c:20]([CH2:24][CH2:25][c:26]2[cH:27][cH:28][c:29]([CH2:32][C:33](=[O:34])[OH:35])[cH:30][cH:31]2)[cH:21][cH:22][cH:23]1.